From a dataset of the Open Reaction Database (ORD), a public repository of structured organic reaction records. describe an organic reaction: reactants, conditions, products, and yield Reaction SMILES: [CH:19]([CH2:20][CH2:21][CH2:22][CH3:23])=[O:24].[CH:25]([Cl:26])([Cl:27])[Cl:28].[P:1]([O:2][CH2:3][c:4]1[cH:5][cH:6][cH:7][cH:8][cH:9]1)([O:10][CH2:11][c:12]1[cH:13][cH:14][cH:15][cH:16][cH:17]1)[O-:18]>>[P:1]([O:2][CH2:3][c:4]1[cH:5][cH:6][cH:7][cH:8][cH:9]1)([O:10][CH2:11][c:12]1[cH:13][cH:14][cH:15][cH:16][cH:17]1)(=[O:18])[CH:19]([CH2:20][CH2:21][CH2:22][CH3:23])[OH:24]. Product: CCCCC(O)P(=O)(OCc1ccccc1)OCc1ccccc1. Reactants: CCCCC=O, ClC(Cl)Cl, [O-]P(OCc1ccccc1)OCc1ccccc1.